This data is from the Open Reaction Database (ORD), a public repository of structured organic reaction records. The task is: describe an organic reaction: reactants, conditions, products, and yield Reactants: COC(=O)C(C)(C)c1cn(C(=O)OC(C)(C)C)c2ccc(F)cc12, CO, [K+], [K+], O=C([O-])[O-]. Product: COC(=O)C(C)(C)c1c[nH]c2ccc(F)cc12. RXN SMILES: [C:1]([O:2][C:3](=[O:4])[n:8]1[cH:9][c:10]([C:18]([CH3:19])([CH3:20])[C:21](=[O:22])[O:23][CH3:24])[c:11]2[cH:12][c:13]([F:17])[cH:14][cH:15][c:16]12)([CH3:5])([CH3:6])[CH3:7].[CH3:31][OH:32].[K+:25].[K+:26].[O-:27][C:28]([O-:29])=[O:30]>>[nH:8]1[cH:9][c:10]([C:18]([CH3:19])([CH3:20])[C:21](=[O:22])[O:23][CH3:24])[c:11]2[cH:12][c:13]([F:17])[cH:14][cH:15][c:16]12. Reactants: C1(=CC=C(C=C1)S(=O)(=O)OC(CC=1N=NC=CC1)C)C (3-[2-(4-Toluenesulfonyloxy)propyl]pyridazine), C(C)(=S)[O-].[K+] (potassium thioacetate). Run in CC(=O)C (acetone). Conditions: time 4.5 hour. Yields the product C(C)(=O)SC(CC=1N=NC=CC1)C (3-(2-Acetylthiopropyl)pyridazine). The yield is 69.5%. Reaction SMILES: C1(C)C=CC(S(O[CH:11]([CH3:19])[CH2:12][C:13]2[N:14]=[N:15][CH:16]=[CH:17][CH:18]=2)(=O)=O)=CC=1.[C:21]([O-:24])(=[S:23])[CH3:22].[K+]>CC(C)=O>[C:21]([S:23][CH:11]([CH3:19])[CH2:12][C:13]1[N:14]=[N:15][CH:16]=[CH:17][CH:18]=1)(=[O:24])[CH3:22] |f:1.2|. Procedure details: 3-[2-(4-Toluenesulfonyloxy)propyl]pyridazine (2.53 g) was dissolved in acetone (50 ml). To the solution was added potassium thioacetate (1.48 g), and the mixture was stirred for 4.5 hours under reflux. The reaction mixture was concentrated under reduced pressure. To the concentrate was added water (30 ml), which was subjected to extraction with ethyl acetate. The extract solution was dried over anhydrous magnesium sulfate, which was concentrated under reduced pressure. The concentrate was purifi... The reactants are CC(=O)OC(C)=O, COCc1ccccc1CN, Cc1ccccc1, [Na+], [OH-]. Product: COCc1ccccc1CNC(C)=O. As a reaction SMILES: [CH3:12][C:13](=[O:14])[O:15][C:16](=[O:17])[CH3:18].[CH3:1][O:2][CH2:3][c:4]1[c:5]([CH2:10][NH2:11])[cH:6][cH:7][cH:8][cH:9]1.[CH3:21][c:22]1[cH:23][cH:24][cH:25][cH:26][cH:27]1.[Na+:20].[OH-:19]>>[CH3:1][O:2][CH2:3][c:4]1[c:5]([CH2:10][NH:11][C:13]([CH3:12])=[O:14])[cH:6][cH:7][cH:8][cH:9]1.